From a dataset of the Open Reaction Database (ORD), a public repository of structured organic reaction records. describe an organic reaction: reactants, conditions, products, and yield Starting materials: CC(C)(C#N)N=NC(C)(C)C#N (AIBN), CC=1C(=NC=CC1)C#N (3-methylpicolinonitrile), BrN1C(CCC1=O)=O (N-bromosuccinimide), CC(=O)O (HOAc), resultant mixture. Run in C(Cl)(Cl)(Cl)Cl (CCl4). The product is BrCC=1C(=NC=CC1)C#N (3-bromomethyl-pyridine-2-carbonitrile). Yield: 21.4%. As a reaction SMILES: [CH3:1][C:2]1[C:3]([C:8]#[N:9])=[N:4][CH:5]=[CH:6][CH:7]=1.[Br:10]N1C(=O)CCC1=O.CC(O)=O.CC(N=NC(C#N)(C)C)(C#N)C>C(Cl)(Cl)(Cl)Cl>[Br:10][CH2:1][C:2]1[C:3]([C:8]#[N:9])=[N:4][CH:5]=[CH:6][CH:7]=1. Reported procedure: To a solution of 3-methylpicolinonitrile (700 mg, 5.93 mmol) in CCl4 (15 mL) was added recrystallized N-bromosuccinimide (1.21 g, 6.82 mmol), followed by glacial HOAc (0.34 mL, 1.0 eq), and AIBN (97 mg, 0.60 mmol). The resultant mixture was heated to 65° C. for 3 hours, 80° C. for 2 hours, and then cooled to room temperature. The mixture was filtered through filter paper, and the filtrate was concentrated. Purification of the crude material by flash chromatography (Hexanes/EtOAc, 90:10 followed ... Starting materials: ( 1.5 ), CN1C(CCC1)=O (NMP), CN1C(CCC1)=O (N-methyl-2-pyrrolidone), SC=1SC(=NN1)S (2,5-dimercapto-1,3,4-thiadiazole), SC=1SC(=NN1)S (DMcT). Yields the product SC=1SC(=NN1)S.CN1C(CCC1)=O (DMcT NMP). As a reaction SMILES: [SH:1][C:2]1[S:3][C:4]([SH:7])=[N:5][N:6]=1.[CH3:8][N:9]1[CH2:13][CH2:12][CH2:11][C:10]1=[O:14]>>[SH:1][C:2]1[S:3][C:4]([SH:7])=[N:5][N:6]=1.[CH3:8][N:9]1[CH2:13][CH2:12][CH2:11][C:10]1=[O:14] |f:2.3|. Reported procedure: One point five (1.5) g (0.01 mole) of 2,5-dimercapto-1,3,4-thiadiazole (hereinafter referred to "DMcT") monomer powder were dissolved in 3 g (0.03 mole) of N-methyl-2-pyrrolidone (hereinafter referred to "NMP") to obtain a yellowish transparent viscous DMcT-NMP solution. To this solution, were added 0.5 g (0.003 mole) of polyaniline powder ("ANILEAD" available from Nitto Denko Corp., Japan) and the combined solution was then heated at 80° C. in a sealed container whose inner atmosphere was repla... Reactants: C1CC12CCC(CC2)CO (Spiro[2.5]oct-6-yl-methanol), [Cr](=O)(=O)([O-])O[Cr](=O)(=O)[O-].[NH+]1=CC=CC=C1.[NH+]1=CC=CC=C1 (Pyridinium dichromate). The solvent is C(Cl)Cl (CH2Cl2). Product: C1CC12CCC(CC2)C=O (Spiro[2.5]octane-6-carbaldehyde). Reaction SMILES: [CH2:1]1[C:3]2([CH2:8][CH2:7][CH:6]([CH2:9][OH:10])[CH2:5][CH2:4]2)[CH2:2]1.[Cr](O[Cr]([O-])(=O)=O)([O-])(=O)=O.[NH+]1C=CC=CC=1.[NH+]1C=CC=CC=1>C(Cl)Cl>[CH2:2]1[C:3]2([CH2:8][CH2:7][CH:6]([CH:9]=[O:10])[CH2:5][CH2:4]2)[CH2:1]1 |f:1.2.3|. Reported procedure: Spiro[2.5]oct-6-yl-methanol (2.57 g, 18.3 mmol, 1.0 eq.) was dissolved in CH2Cl2 (30 mL) and placed in a ice-water bath at 0° C. Pyridinium dichromate (PCC) (7.9 g, 36.6 mmol, 2.0 eq.) was added and the reaction warmed to room temperature for 4 hours with stirring. The crude reaction was filtered through a Celite pad and washed with CH2Cl2 and evaporated. The crude material was dissolved in diethyl ether and filtered through Celite, washing with diethyl ether several times. Evaporated solvent to... The reactants are C1(=CC=CC=C1)C1=CC=C(C=N1)NC(OC(C)(C)C)=O (tert-Butyl 6-phenylpyridin-3-ylcarbamate), CN(C)CCN(C)C (TMEDA), C(=O)N1CCCCC1 (N-formyl piperidine), C(CCC)[Li] (n-butyllithium). Solvent: C1CCOC1 (THF). Run at temperature -72 celsius, time 15 minute. Product: C(=O)C1=C(C=NC(=C1)C1=CC=CC=C1)NC(OC(C)(C)C)=O (tert-Butyl 4-formyl-6-phenylpyridin-3-ylcarbamate). Isolated yield 43.9%. RXN SMILES: [C:1]1([C:7]2[N:12]=[CH:11][C:10]([NH:13][C:14](=[O:20])[O:15][C:16]([CH3:19])([CH3:18])[CH3:17])=[CH:9][CH:8]=2)[CH:6]=[CH:5][CH:4]=[CH:3][CH:2]=1.CN(CCN(C)C)C.C([Li])CCC.[CH:34](N1CCCCC1)=[O:35]>C1COCC1>[CH:34]([C:9]1[CH:8]=[C:7]([C:1]2[CH:2]=[CH:3][CH:4]=[CH:5][CH:6]=2)[N:12]=[CH:11][C:10]=1[NH:13][C:14](=[O:20])[O:15][C:16]([CH3:17])([CH3:19])[CH3:18])=[O:35]. Reported procedure: A solution of 3B (3.3 g, 12.21 mmol) in dry THF (50 mL) and TMEDA (4.6 mL, 30.53 mmol) under argon was cooled to −72° C. and treated dropwise with n-butyllithium (2.5 M in hexanes, 12.2 mL, 30.53 mmol) at such a rate so that the temperature did not exceed −65° C. Upon completion of the addition, the reaction was stirred at −72° C. for an additional 15 min and then at −20° C. for 1.5 h. The reaction was cooled again to −72° C., and N-formyl piperidine (2.7 mL, 24.4 mmol) was added while the tempe... Reactants: C(C)(C)(C)C=1C=CC(=NC1)NC(OC(C)(C)C)=O (tert-butyl 5-tert-butylpyridin-2-ylcarbamate), FC(C(=O)O)(F)F (trifluoroacetic acid). Solvent: ClCCl (dichloromethane). Reaction conditions: time 3 hour. The product is C(C)(C)(C)C=1C=CC(=NC1)N (5-tert-butylpyridin-2-amine). RXN SMILES: [C:1]([C:5]1[CH:6]=[CH:7][C:8]([NH:11]C(=O)OC(C)(C)C)=[N:9][CH:10]=1)([CH3:4])([CH3:3])[CH3:2].FC(F)(F)C(O)=O>ClCCl>[C:1]([C:5]1[CH:6]=[CH:7][C:8]([NH2:11])=[N:9][CH:10]=1)([CH3:4])([CH3:2])[CH3:3]. Procedure: To a 0° C. solution of Example 59A (1.0 g, 40 mmol) in dichloromethane (3 mL) was added trifluoroacetic acid (3. mL, 40 mmol). The reaction mixture was stirred at ambient temperature for 3 hours then concentrated under reduced pressure. The residue was diluted with ethyl acetate (100 mL) and washed with saturated aqueous NaHCO3. The layers were separated and the aqueous phase was extracted with ethyl acetate (5×100 mL). The combined organic extracts were dried over anhydrous Na2SO4, filtered and... Yields the product FC=1C=C(C=NC1)C=1C2=C(C(=NC1)NC=1N=C(SC1)C)N=C(S2)C ([7-(5-Fluoro-pyridin-3-yl)-2-methyl-thiazolo[4,5-c]pyridin-4-yl]-(2-methyl-thiazol-4-yl)-amine). Procedure: The title compound, MS: m/e=358.2 (M+H+), was prepared in accordance with the general method of example 2, step 1 and step 2 from 4-chloro-7-iodo-2-methyl-thiazolo[4,5-c]pyridine (Example B), 3-fluoro-5-pyridineboronic acid and 4-amino-2-methylthiazole (Example C). As a reaction SMILES: Cl[C:2]1[C:7]2[N:8]=[C:9]([CH3:11])[S:10][C:6]=2[C:5](I)=[CH:4][N:3]=1.[F:13][C:14]1[CH:15]=[N:16][CH:17]=[C:18](B(O)O)[CH:19]=1.[NH2:23][C:24]1[N:25]=[C:26]([CH3:29])[S:27][CH:28]=1>>[F:13][C:14]1[CH:19]=[C:18]([C:5]2[C:6]3[S:10][C:9]([CH3:11])=[N:8][C:7]=3[C:2]([NH:23][C:24]3[N:25]=[C:26]([CH3:29])[S:27][CH:28]=3)=[N:3][CH:4]=2)[CH:17]=[N:16][CH:15]=1. The reactants are ClC1=NC=C(C2=C1N=C(S2)C)I (4-chloro-7-iodo-2-methyl-thiazolo[4,5-c]pyridine), FC=1C=NC=C(C1)B(O)O (3-fluoro-5-pyridineboronic acid), NC=1N=C(SC1)C (4-amino-2-methylthiazole).